Dataset: the Open Reaction Database (ORD), a public repository of structured organic reaction records. Task: describe an organic reaction: reactants, conditions, products, and yield Starting materials: NC=1C(N(C=CC1)CC(=O)OCC)=O (ethyl (3-amino-2-oxo-1,2-dihydropyridyl)acetate), N1=C(C=C(C=C1C)C)C (2,4,6-collidine), C(C1=CC=CC=C1)S(=O)(=O)Cl (benzylsulfonyl chloride). The solvent is O1CCCC1 (tetrahydrofuran), O1CCCC1 (tetrahydrofuran), C(C)(=O)OCC (ethyl acetate). Run at temperature 0 celsius, time 30 minute. Product: C(C1=CC=CC=C1)S(=O)(=O)NC=1C(N(C=CC1)CC(=O)OCC)=O (Ethyl (3-[(Benzylsulfonyl)amino]-2-oxo-1,2-dihydropyridyl)acetate). Isolated yield 54561.1%. RXN SMILES: [NH2:1][C:2]1[C:3](=[O:14])[N:4]([CH2:8][C:9]([O:11][CH2:12][CH3:13])=[O:10])[CH:5]=[CH:6][CH:7]=1.N1C(C)=CC(C)=CC=1C.[CH2:24]([S:31](Cl)(=[O:33])=[O:32])[C:25]1[CH:30]=[CH:29][CH:28]=[CH:27][CH:26]=1>O1CCCC1.C(OCC)(=O)C>[CH2:24]([S:31]([NH:1][C:2]1[C:3](=[O:14])[N:4]([CH2:8][C:9]([O:11][CH2:12][CH3:13])=[O:10])[CH:5]=[CH:6][CH:7]=1)(=[O:33])=[O:32])[C:25]1[CH:30]=[CH:29][CH:28]=[CH:27][CH:26]=1. Reported procedure: A stirred solution of ethyl (3-amino-2-oxo-1,2-dihydropyridyl)acetate (40.0 g, 0.204 mole) and 2,4,6-collidine (54 mL, 0.408 mole) in tetrahydrofuran (200 mL) was cooled in an ice bath. A solution of benzylsulfonyl chloride (38.9 g, 0.204 mmole) in tetrahydrofuran (200 mL) was added over a 50-minute period. After addition was complete, the solution was stirred for 30 minutes at 0° C. The reaction mixture was diluted with ethyl acetate (1.2 L), washed with 1.0N HCl (until aqueous layer is pH 1), ... Starting materials: CN([C@H](CNC(CC1CC(=NO1)C1=CC=C(C=C1)C(=NO)N)=O)C(=O)O)C(=O)OCCCC ((R)-Methyl-3-[[[3-[4-[amino(hydroxyimino)methyl]phenyl]-4,5-dihydro-5-isoxazolyl]acetyl]amino]-N-(butoxycarbonyl)-L-alanine), C(C)(=O)OC(C)=O (acetic anhydride). The solvent is C(C)(=O)O (acetic acid). Product: CN([C@H](CNC(CC1CC(=NO1)C1=CC=C(C=C1)C1=NOC(=N1)C)=O)C(=O)O)C(=O)OCCCC ((R)-methyl-N-(butoxycarbonyl)-3-[[[4,5-dihydro-3-[4-(5-methyl-1,2,4-oxadiazol-3-yl)phenyl]-5-isoxazolyl]acetyl]amino]-L-alanine). Yield: 95.1%. Reaction SMILES: [CH3:1][N:2]([C:27]([O:29][CH2:30][CH2:31][CH2:32][CH3:33])=[O:28])[C@@H:3]([C:24]([OH:26])=[O:25])[CH2:4][NH:5][C:6](=[O:23])[CH2:7][CH:8]1[O:12][N:11]=[C:10]([C:13]2[CH:18]=[CH:17][C:16]([C:19]([NH2:22])=[N:20][OH:21])=[CH:15][CH:14]=2)[CH2:9]1.[C:34](OC(=O)C)(=O)[CH3:35]>C(O)(=O)C>[CH3:1][N:2]([C:27]([O:29][CH2:30][CH2:31][CH2:32][CH3:33])=[O:28])[C@@H:3]([C:24]([OH:26])=[O:25])[CH2:4][NH:5][C:6](=[O:23])[CH2:7][CH:8]1[O:12][N:11]=[C:10]([C:13]2[CH:14]=[CH:15][C:16]([C:19]3[N:22]=[C:34]([CH3:35])[O:21][N:20]=3)=[CH:17][CH:18]=2)[CH2:9]1. Reported procedure: To a suspension of (R)-Methyl-3-[[[3-[4-[amino(hydroxyimino)methyl]phenyl]-4,5-dihydro-5-isoxazolyl]acetyl]amino]-N-(butoxycarbonyl)-L-alanine (1.05 g) in acetic acid (7 mL) was added acetic anhydride (0.35 g) dropwise. After the completion of addition, the reaction mixture was refluxed for 3 h. The solvent was distilled under vacuum and the solid was dried to give (R)-methyl-N-(butoxycarbonyl)-3-[[[4,5-dihydro-3-[4-(5-methyl-1,2,4-oxadiazol-3-yl)phenyl]-5-isoxazolyl]acetyl]amino]-L-alanine (1.0... The reactants are OC1=CC=NN1C1=NC=CC(=C1)C#N (2-(5-hydroxy-1H-pyrazol-1-yl)pyridine-4-carbonitrile), ClC1=CC(=C(C=C1)CO)OCC1CC1 ([4-chloro-2-(cyclopropylmethoxy)phenyl]methanol). The product is ClC1=CC(=C(C=C1)COC1=CC=NN1C1=NC=CC(=C1)C#N)OCC1CC1 (2-[5-[[4-chloro-2-(cyclopropylmethoxy)phenyl]methoxy]pyrazol-1-yl]pyridine-4-carbonitrile). Reaction SMILES: [OH:1][C:2]1[N:6]([C:7]2[CH:12]=[C:11]([C:13]#[N:14])[CH:10]=[CH:9][N:8]=2)[N:5]=[CH:4][CH:3]=1.[Cl:15][C:16]1[CH:21]=[CH:20][C:19]([CH2:22]O)=[C:18]([O:24][CH2:25][CH:26]2[CH2:28][CH2:27]2)[CH:17]=1>>[Cl:15][C:16]1[CH:21]=[CH:20][C:19]([CH2:22][O:1][C:2]2[N:6]([C:7]3[CH:12]=[C:11]([C:13]#[N:14])[CH:10]=[CH:9][N:8]=3)[N:5]=[CH:4][CH:3]=2)=[C:18]([O:24][CH2:25][CH:26]2[CH2:28][CH2:27]2)[CH:17]=1. Reported procedure: The title compound was prepared from 2-(5-hydroxy-1H-pyrazol-1-yl)pyridine-4-carbonitrile and [4-chloro-2-(cyclopropylmethoxy)phenyl]methanol according to the procedure for the preparation of Example 39, part C. [M+H] Calc'd for C20H17ClN4O2, 381. Found, 381. Starting materials: C(C)(C)NC(C)C (diisopropylamine), Br[C@@H](C(=O)O)C(C)C ((R)-2-bromoisovaleric acid). Run in C(C)(C)(C)OC (methyl t-butyl ether). Reaction conditions: temperature 0 celsius, time 1 hour. Yields the product C(C)(C)NC(C)C.Br[C@@H](C(=O)O)C(C)C ((R)-2-bromoisovaleric acid diisopropylamine salt). Isolated yield 80.0%. As a reaction SMILES: [CH:1]([NH:4][CH:5]([CH3:7])[CH3:6])([CH3:3])[CH3:2].[Br:8][C@H:9]([CH:13]([CH3:15])[CH3:14])[C:10]([OH:12])=[O:11]>C(OC)(C)(C)C>[CH:1]([NH:4][CH:5]([CH3:7])[CH3:6])([CH3:3])[CH3:2].[Br:8][C@H:9]([CH:13]([CH3:15])[CH3:14])[C:10]([OH:12])=[O:11] |f:3.4|. Procedure details: After continuously adding 16 ml of diisopropylamine to 128.9 g of a methyl t-butyl ether solution of (R)-2-bromoisovaleric acid obtained in Comparative Example 2 was continuously added at −4° C. for 12 min to crystallize, they were stirred successively at 0° C. for 1 hour. Obtained crystals were filtered under a reduced pressure, and then washed with 30 ml of methyl t-butyl ether. Obtained crystals were dried under a reduced pressure to obtain 27.81 g of (R)-2-bromoisovaleric acid diisopropylami... Starting materials: FC=1C=C(C(=O)Cl)C=CC1 (3-Fluorobenzoyl chloride), CNC(C)(C)C (N-methyl-N-tert-butylamine), E2. Yields the product CN(C(C1=CC(=CC=C1)F)=O)C(C)(C)C (N-methyl-N-(tert-butyl)-3-fluorobenzamide). Reaction SMILES: [F:1][C:2]1[CH:3]=[C:4]([CH:8]=[CH:9][CH:10]=1)[C:5](Cl)=[O:6].[CH3:11][NH:12][C:13]([CH3:16])([CH3:15])[CH3:14]>>[CH3:11][N:12]([C:13]([CH3:16])([CH3:15])[CH3:14])[C:5](=[O:6])[C:4]1[CH:8]=[CH:9][CH:10]=[C:2]([F:1])[CH:3]=1. Reported procedure: 3-Fluorobenzoyl chloride was reacted with N-methyl-N-tert-butylamine using General Method E1 or E2 to produce N-methyl-N-(tert-butyl)-3-fluorobenzamide. This compound was used in General Method A to prepare the title compound. Kugelrohr distillation afforded 12.07 g of analytically pure desired material. m.p. 32°-35° C. Reactants: CSC1=CC=C(C=C1)C1=CC=C(S1)C(C)=O (1-(5-(4-(methylthio)phenyl)thien-2-yl)ethanone), ClC1=C(C=O)C=CC(=C1Cl)O (2,3-dichloro-4-hydroxybenzaldehyde). Yields the product ClC1=C(C=CC(=C1Cl)O)C=CC(=O)C=1SC(=CC1)C1=CC=C(C=C1)SC (3-(2,3-Dichloro-4-hydroxyphenyl)-1-(5-(4-(methylthio)phenyl)thien-2-yl)prop-2-en-1-one). Reaction SMILES: [CH3:1][S:2][C:3]1[CH:8]=[CH:7][C:6]([C:9]2[S:13][C:12]([C:14](=[O:16])[CH3:15])=[CH:11][CH:10]=2)=[CH:5][CH:4]=1.[Cl:17][C:18]1[C:25]([Cl:26])=[C:24]([OH:27])[CH:23]=[CH:22][C:19]=1[CH:20]=O>>[Cl:17][C:18]1[C:25]([Cl:26])=[C:24]([OH:27])[CH:23]=[CH:22][C:19]=1[CH:20]=[CH:15][C:14]([C:12]1[S:13][C:9]([C:6]2[CH:7]=[CH:8][C:3]([S:2][CH3:1])=[CH:4][CH:5]=2)=[CH:10][CH:11]=1)=[O:16]. Reported procedure: 3-(2,3-Dichloro-4-hydroxyphenyl)-1-(5-(4-(methylthio)phenyl)thien-2-yl)prop-2-en-1-one is prepared from 1-(5-(4-(methylthio)phenyl)thien-2-yl)ethanone and 2,3-dichloro-4-hydroxybenzaldehyde according to general procedure B. The evaporation residue is used “as is” for carrying out the next stage. Reactants: [Cl-].[NH4+] (ammonium chloride), BrC=1C=C2C=3N(C(C(NC3C1)=O)=O)C(CC2)CC(=O)OC (9-bromo-5-methoxycarbonylmethyl-6,7-dihydro-1H, 5H-pyrido[1,2,3-de]quinoxaline-2,3-dione), [I-].[K+] (potassium iodide), cuprous iodide. Run in CN(P(N(C)C)(N(C)C)=O)C (hexamethylphosphoric triamide). Run at temperature 160 celsius. The product is IC=1C=C2C=3N(C(C(NC3C1)=O)=O)C(CC2)CC(=O)OC (9-Iodo-5-methoxycarbonylmethyl-6,7-dihydro-1H, 5H-pyrido[1,2,3-de]quinoxaline-2,3-dione). Isolated yield 77.5%. RXN SMILES: Br[C:2]1[CH:3]=[C:4]2[CH2:16][CH2:15][CH:14]([CH2:17][C:18]([O:20][CH3:21])=[O:19])[N:6]3[C:7](=[O:13])[C:8](=[O:12])[NH:9][C:10]([CH:11]=1)=[C:5]23.[I-:22].[K+].[Cl-].[NH4+]>CN(C)P(=O)(N(C)C)N(C)C>[I:22][C:2]1[CH:3]=[C:4]2[CH2:16][CH2:15][CH:14]([CH2:17][C:18]([O:20][CH3:21])=[O:19])[N:6]3[C:7](=[O:13])[C:8](=[O:12])[NH:9][C:10]([CH:11]=1)=[C:5]23 |f:1.2,3.4|. Procedure: A mixture of 9-bromo-5-methoxycarbonylmethyl-6,7-dihydro-1H, 5H-pyrido[1,2,3-de]quinoxaline-2,3-dione (530 mg, 1.50 mmol), potassium iodide (4.98 g, 30 mmol) and cuprous iodide (2.0 g, 10.5 mmol) in hexamethylphosphoric triamide (5 mL) was heated at 160° C. for 6.5 h and poured into 1N aqueous ammonium chloride (200 mL). The mixture was extracted with a mixed solvent of THF and ethyl acetate (600 mL). The extract was washed with 1N aqueous ammonium chloride (200 mL×2) and brine (200 mL), dried o... RXN SMILES: [CH2:1]([CH:2]=[CH:3][CH:4]=[CH:5][CH:6]=[CH:7][CH2:8][CH2:9][CH2:10][CH3:11])[OH:12].[CH:13]([Cl:14])([Cl:15])[Cl:16]>>[CH:1]([CH:2]=[CH:3][CH:4]=[CH:5][CH:6]=[CH:7][CH2:8][CH2:9][CH2:10][CH3:11])=[O:12]. Yields the product CCCCC=CC=CC=CC=O. Starting materials: CCCCC=CC=CC=CCO, ClC(Cl)Cl. The reactants are C(C)(C)(C)OC(N[C@H](CC1=CC2=CC=CC=C2C=C1)C(N[C@H](CC1=CC2=CC=CC=C2C=C1)C1=NN=NN1CCC1=CC=CC=C1)=O)=O (((1R)-2-(2-Naphthyl)-1-((1R)-2-(2-naphthyl)-1-(1-phenethyl-1H-tetrazol-5-yl)ethylcarbamoyl)ethyl)carbamic acid tert-butyl ester). The solvent is C(Cl)Cl (methylene chloride), FC(C(=O)O)(F)F (trifluoroacetic acid). Conditions: time 30 minute. Product: N[C@@H](C(=O)N[C@H](CC1=CC2=CC=CC=C2C=C1)C1=NN=NN1CCC1=CC=CC=C1)CC1=CC2=CC=CC=C2C=C1 ((2R)-2-amino-3-(2-naphthyl)-N-((1R)-2-(2-naphthyl)-1-(1-phenethyl-1H-tetrazol-5-yl)ethyl)propionamide). Yield: 82.7%. RXN SMILES: C(OC(=O)[NH:7][C@@H:8]([C:20](=[O:47])[NH:21][C@@H:22]([C:34]1[N:38]([CH2:39][CH2:40][C:41]2[CH:46]=[CH:45][CH:44]=[CH:43][CH:42]=2)[N:37]=[N:36][N:35]=1)[CH2:23][C:24]1[CH:33]=[CH:32][C:31]2[C:26](=[CH:27][CH:28]=[CH:29][CH:30]=2)[CH:25]=1)[CH2:9][C:10]1[CH:19]=[CH:18][C:17]2[C:12](=[CH:13][CH:14]=[CH:15][CH:16]=2)[CH:11]=1)(C)(C)C>C(Cl)Cl.FC(F)(F)C(O)=O>[NH2:7][C@H:8]([CH2:9][C:10]1[CH:19]=[CH:18][C:17]2[C:12](=[CH:13][CH:14]=[CH:15][CH:16]=2)[CH:11]=1)[C:20]([NH:21][C@@H:22]([C:34]1[N:38]([CH2:39][CH2:40][C:41]2[CH:46]=[CH:45][CH:44]=[CH:43][CH:42]=2)[N:37]=[N:36][N:35]=1)[CH2:23][C:24]1[CH:33]=[CH:32][C:31]2[C:26](=[CH:27][CH:28]=[CH:29][CH:30]=2)[CH:25]=1)=[O:47]. Procedure: ((1R)-2-(2-Naphthyl)-1-((1R)-2-(2-naphthyl)-1-(1-phenethyl-1H-tetrazol-5-yl)ethylcarbamoyl)ethyl)carbamic acid tert-butyl ester (215 mg; 0.34 mmol) was dissolved in a mixture of methylene chloride (4 ml) and trifluoroacetic acid (2 ml) and stirred at room temperature for 30 min. The solvent was removed in vacuo and the residue was dissolved in ethyl acetate and aqueous sodium hydrogencarbonate (10%; 10 ml). The phases were separated, the organic phase was dried (Magnesium sulfate) and the solven... Reactants: FC(C(=O)O)(F)F.FC(C(=O)O)(F)F.ClC=1C=NC=2NC=3C=CC=C(CCC4=C(C=CC(NC1N2)=C4)NC(C[C@@H]4CNCCC4)=O)C3 (N-[6-chloro-2,4,8,22-tetraazatetracyclo[14.3.1.1(3,7).1(9,13)]docosa-1(20),3(22),4,6,9(21),10,12,16,18-nonaen-12-yl]-2-[(3R)-piperidin-3-yl]acetamide bis(trifluoroacetate)), C1(=CC=CC=C1)N=C=O (phenyl isocyanate). Yields the product FC(C(=O)O)(F)F.ClC=1C=NC=2NC=3C=CC=C(CCC4=C(C=CC(NC1N2)=C4)NC(C[C@@H]4CN(CCC4)C(=O)NC4=CC=CC=C4)=O)C3 ((3R)-3-(2-{[6-Chloro-2,4,8,22-tetraazatetracyclo[14.3.1.1(3,7).1(9,13)]docosa-1(20),3(22),4,6,9(21),10,12,16,18-nonaen-12-yl]amino}-2-oxoethyl)-N-phenylpiperidine-1-carboxamide trifluoroacetate). Yield: 50.0%. Reaction SMILES: [F:1][C:2]([F:7])([F:6])[C:3]([OH:5])=[O:4].FC(F)(F)C(O)=O.[Cl:15][C:16]1[CH:17]=[N:18][C:19]2[NH:20][C:21]3[CH:22]=[CH:23][CH:24]=[C:25]([CH:47]=3)[CH2:26][CH2:27][C:28]3[CH:36]=[C:32]([NH:33][C:34]=1[N:35]=2)[CH:31]=[CH:30][C:29]=3[NH:37][C:38](=[O:46])[CH2:39][C@H:40]1[CH2:45][CH2:44][CH2:43][NH:42][CH2:41]1.[C:48]1([N:54]=[C:55]=[O:56])[CH:53]=[CH:52][CH:51]=[CH:50][CH:49]=1>>[F:1][C:2]([F:7])([F:6])[C:3]([OH:5])=[O:4].[Cl:15][C:16]1[CH:17]=[N:18][C:19]2[NH:20][C:21]3[CH:22]=[CH:23][CH:24]=[C:25]([CH:47]=3)[CH2:26][CH2:27][C:28]3[CH:36]=[C:32]([NH:33][C:34]=1[N:35]=2)[CH:31]=[CH:30][C:29]=3[NH:37][C:38](=[O:46])[CH2:39][C@H:40]1[CH2:45][CH2:44][CH2:43][N:42]([C:55]([NH:54][C:48]2[CH:53]=[CH:52][CH:51]=[CH:50][CH:49]=2)=[O:56])[CH2:41]1 |f:0.1.2,4.5|. Procedure: The desired compound was prepared according to the procedure of Example D41 using N-[6-chloro-2,4,8,22-tetraazatetracyclo[14.3.1.1(3,7).1(9,13)]docosa-1(20),3(22),4,6,9(21),10,12,16,18-nonaen-12-yl]-2-[(3R)-piperidin-3-yl]acetamide bis(trifluoroacetate) and phenyl isocyanate as the starting materials in 50% yield. LCMS for C32H33ClN7O2 (M+H)+: m/z=582.0.